This data is from the Open Reaction Database (ORD), a public repository of structured organic reaction records. The task is: describe an organic reaction: reactants, conditions, products, and yield Reactants: COc1c(Br)cc(C(C)(OC)OC)cc1C(C)(C)C, CC(=O)[O-], CC(=O)[O-], C1COCCN1, CC(C)(C)[O-], COCCOC, [Na+], [Pd+2]. Product: COc1c(N2CCOCC2)cc(C(C)(OC)OC)cc1C(C)(C)C. RXN SMILES: [Br:1][c:2]1[c:3]([O:18][CH3:19])[c:4]([C:14]([CH3:15])([CH3:16])[CH3:17])[cH:5][c:6]([C:8]([CH3:9])([O:10][CH3:11])[O:12][CH3:13])[cH:7]1.[C:38]([O-:39])(=[O:40])[CH3:41].[C:43]([O-:44])(=[O:45])[CH3:46].[CH2:20]1[CH2:21][O:22][CH2:23][CH2:24][NH:25]1.[CH3:26][C:27]([CH3:28])([O-:29])[CH3:30].[CH3:32][O:33][CH2:34][CH2:35][O:36][CH3:37].[Na+:31].[Pd+2:42]>>[c:2]1([N:25]2[CH2:20][CH2:21][O:22][CH2:23][CH2:24]2)[c:3]([O:18][CH3:19])[c:4]([C:14]([CH3:15])([CH3:16])[CH3:17])[cH:5][c:6]([C:8]([CH3:9])([O:10][CH3:11])[O:12][CH3:13])[cH:7]1. Starting materials: O (water), Cl (hydrochloric acid), C(C1=CC=CC=C1)N1CCC=2C(=NC=3N(C21)N=C(C3C3=C(C=C(C=C3C)C)C)C)C (8-benzyl-3-mesityl-2,5-dimethyl-7,8-dihydro-6H-pyrazolo[1,5-a]pyrrolo[3,2-e]pyrimidine), C(C)O (ethanol), compound. Reagents/catalysts: [C].[Pd] (palladium carbon). Run in [H][H] (hydrogen). Product: C1(=C(C(=CC(=C1)C)C)C=1C(=NN2C1N=C(C1=C2NCC1)C)C)C (3-Mesityl-2,5-dimethyl-7,8-dihydro-6H-pyrazolo[1,5-a]pyrrolo[3,2-e]pyrimidine). The yield is 71.6%. Reaction SMILES: Cl.C([N:9]1[C:17]2[N:16]3[N:18]=[C:19]([CH3:30])[C:20]([C:21]4[C:26]([CH3:27])=[CH:25][C:24]([CH3:28])=[CH:23][C:22]=4[CH3:29])=[C:15]3[N:14]=[C:13]([CH3:31])[C:12]=2[CH2:11][CH2:10]1)C1C=CC=CC=1.O.C(O)C>[H][H].[C].[Pd]>[C:26]1([CH3:27])[CH:25]=[C:24]([CH3:28])[CH:23]=[C:22]([CH3:29])[C:21]=1[C:20]1[C:19]([CH3:30])=[N:18][N:16]2[C:17]3[NH:9][CH2:10][CH2:11][C:12]=3[C:13]([CH3:31])=[N:14][C:15]=12 |f:5.6|. Procedure details: Concentrated hydrochloric acid (1 mL) was added to a mixture of 8-benzyl-3-mesityl-2,5-dimethyl-7,8-dihydro-6H-pyrazolo[1,5-a]pyrrolo[3,2-e]pyrimidine (4.7 g) which is a free compound of the compound prepared in Example 26, water-containing 5% palladium carbon (3.0 g) and ethanol (300 mL), followed by stirring at room temperature for two days in hydrogen atmosphere. After filtering through Celite, the filtrate was evaporated, which was neutralized with an aqueous solution of sodium bicarbonate. ... Reactants: Cc1ccccc1, CO, ClCCl, C1CCOC1, CCOC(=O)N=NC(=O)OCC, COCC(=O)Nc1cccc(C=CC(=O)c2c(O)c3ccccc3oc2=O)c1, c1ccc(P(c2ccccc2)c2ccccc2)cc1. Yields the product COCC(=O)Nc1cccc(C=CC(=O)c2c(OC)c3ccccc3oc2=O)c1. As a reaction SMILES: [CH3:65][c:66]1[cH:67][cH:68][cH:69][cH:70][cH:71]1.[CH3:72][OH:73].[Cl:74][CH2:75][Cl:76].[O:1]1[CH2:2][CH2:5][CH2:4][CH2:3]1.[O:53]=[C:54]([O:55][CH2:56][CH3:57])[N:58]=[N:59][C:60]([O:61][CH2:62][CH3:63])=[O:64].[OH:6][c:7]1[c:8]([C:18]([CH:19]=[CH:20][c:21]2[cH:22][c:23]([NH:27][C:28]([CH2:29][O:30][CH3:31])=[O:32])[cH:24][cH:25][cH:26]2)=[O:33])[c:9](=[O:17])[o:10][c:11]2[c:12]1[cH:13][cH:14][cH:15][cH:16]2.[c:34]1([P:35]([c:36]2[cH:37][cH:38][cH:39][cH:40][cH:41]2)[c:42]2[cH:43][cH:44][cH:45][cH:46][cH:47]2)[cH:48][cH:49][cH:50][cH:51][cH:52]1>>[CH3:2][O:6][c:7]1[c:8]([C:18]([CH:19]=[CH:20][c:21]2[cH:22][c:23]([NH:27][C:28]([CH2:29][O:30][CH3:31])=[O:32])[cH:24][cH:25][cH:26]2)=[O:33])[c:9](=[O:17])[o:10][c:11]2[c:12]1[cH:13][cH:14][cH:15][cH:16]2. The reactants are N1C=C(C2=CC=CC=C12)C(C(=O)OCC1=CC=CC=C1)=O (benzyl 3-indolylglyoxylate), [BH4-].[Na+] (sodium borohydride). Solvent: C(C)(C)O (isopropanol), O (water). Conditions: time 4 hour. Yields the product OCCC1=CNC2=CC=CC=C12 (3-(2-Hydroxyethyl)indole). RXN SMILES: [NH:1]1[C:9]2[C:4](=[CH:5][CH:6]=[CH:7][CH:8]=2)[C:3]([C:10](=O)[C:11](OCC2C=CC=CC=2)=[O:12])=[CH:2]1.[BH4-].[Na+]>C(O)(C)C.O>[OH:12][CH2:11][CH2:10][C:3]1[C:4]2[C:9](=[CH:8][CH:7]=[CH:6][CH:5]=2)[NH:1][CH:2]=1 |f:1.2|. Procedure: A suspension of benzyl 3-indolylglyoxylate (55.8 g.) and sodium borohydride (22.7 g.) in isopropanol (560 ml.) was heated to reflux over a period of 40 minutes and stirred at that temperature for 4 hours. After cooling the mixture was diluted with water (1.2 l.) and extracted with dichloromethane. The extract was washed with water and the solvent evaporated under reduced pressure to yield a viscous oil. This was distilled at 0.5 - 1 mm. pressure and the friction which distilled at a vapour tempe... Starting materials: BrC1=CC(=C(C=C1)NC(=O)C1CC(C1)=O)NC (N-(4-bromo-2-(methylamino)phenyl)-3-oxocyclobutanecarboxamide), CC(=O)O (AcOH). As a reaction SMILES: [Br:1][C:2]1[CH:7]=[CH:6][C:5]([NH:8][C:9]([CH:11]2[CH2:14][C:13](=[O:15])[CH2:12]2)=O)=[C:4]([NH:16][CH3:17])[CH:3]=1.CC(O)=O>CC#N>[Br:1][C:2]1[CH:7]=[CH:6][C:5]2[N:8]=[C:9]([CH:11]3[CH2:14][C:13](=[O:15])[CH2:12]3)[N:16]([CH3:17])[C:4]=2[CH:3]=1. Procedure: To a stirred solution of N-(4-bromo-2-(methylamino)phenyl)-3-oxocyclobutanecarboxamide (2.7 g) in CH3CN (20 ml) was added glacial AcOH (2 ml) at room temperature, and then mixture was heated at reflux for 3 h. The mixture was then cooled to room temperature, concentrated in vacuo, and poured into ice-cold saturated NaHCO3 (100 ml). The mixture was extracted with EtOAc, and the extract was washed with water (100 ml) and brine (100 ml), dried over Na2SO4 and concentrated in vacuo. The residue was ... The yield is 78.9%. Product: BrC=1C=CC2=C(N(C(=N2)C2CC(C2)=O)C)C1 (3-(6-Bromo-1-methyl-1H-benzimidazol-2-yl)cyclobutanone). Solvent: CC#N (CH3CN). The reactants are BrCCOC=1C=C(C=CC1)C1=NOC2=C1SC=C2 (3-[3-(2-bromo-ethoxy)-phenyl]-thieno[2,3-d]isoxazole), C([O-])([O-])=O.[K+].[K+] (potassium carbonate), heptamethyleneimine, C(C)#N (acetonitrile). Yields the product N1(CCCCCCC1)CCOC=1C=C(C=CC1)C1=NOC2=C1SC=C2 (3-[3-(2-azocan-1-yl-ethoxy)-phenyl]-thieno[2,3-d]isoxazole). RXN SMILES: Br[CH2:2][CH2:3][O:4][C:5]1[CH:6]=[C:7]([C:11]2[C:15]3[S:16][CH:17]=[CH:18][C:14]=3[O:13][N:12]=2)[CH:8]=[CH:9][CH:10]=1.C(=O)([O-])[O-].[K+].[K+].[C:25](#[N:27])[CH3:26]>>[N:27]1([CH2:2][CH2:3][O:4][C:5]2[CH:6]=[C:7]([C:11]3[C:15]4[S:16][CH:17]=[CH:18][C:14]=4[O:13][N:12]=3)[CH:8]=[CH:9][CH:10]=2)[CH2:7][CH2:6][CH2:5][CH2:10][CH2:9][CH2:26][CH2:25]1 |f:1.2.3|. Reported procedure: The title compound is prepared from 3-[3-(2-bromo-ethoxy)-phenyl]-thieno[2,3-d]isoxazole, potassium carbonate, heptamethyleneimine and acetonitrile essentially as described above in example 40. Purity by LC/MS (APCI)=99%, [M+H]+=357. The reactants are Cl (HCl), COC(=O)C1=CC(=CC(=C1)[N+](=O)[O-])C(=O)OC (5-Nitro-1,3-benzenedicarboxylic acid dimethyl ester), Cl (HCl), CO (methanol). The reagents and catalysts are [Pd] (Pd/C). The solvent is O (water). Reaction conditions: time 2 hour. The product is COC(=O)C1=CC(=CC(=C1)N)C(=O)OC (5-amino-1,3-benzenedicarboxylic Acid Dimethyl Ester). Isolated yield 92.0%. As a reaction SMILES: [CH3:1][O:2][C:3]([C:5]1[CH:10]=[C:9]([N+:11]([O-])=O)[CH:8]=[C:7]([C:14]([O:16][CH3:17])=[O:15])[CH:6]=1)=[O:4].CO.Cl>[Pd].O>[CH3:17][O:16][C:14]([C:7]1[CH:8]=[C:9]([NH2:11])[CH:10]=[C:5]([C:3]([O:2][CH3:1])=[O:4])[CH:6]=1)=[O:15]. Procedure details: 5-Nitro-1,3-benzenedicarboxylic acid dimethyl ester (95.7 g, 0.4 mol) and 5% Pd/C (8 g) are loaded into a 2 L hydrogenation vessel equipped with a thermometer and a mechanical stirrer, that contains methanol (0.8 L) and 2M HCl (0.3 L; 0.6 mol). The obtained suspension is maintained under mechanical stirring and purged with nitrogen washings, at the end of which the hydrogenation reaction is carried out at a temperature comprised between 45 and 55° C. The reaction is complete in 2 hours. A nitrog...